Dataset: the Open Reaction Database (ORD), a public repository of structured organic reaction records. Task: describe an organic reaction: reactants, conditions, products, and yield Reactants: CN(C)C=O, Cc1ccccc1, CN(C)c1ccncc1, O=C(Cl)C(=O)Cl, OCc1cc(C(F)(F)F)cc(C(F)(F)F)c1, O=C1CCC(C(=O)O)(c2ccccc2)CC1. The product is O=C1CCC(C(=O)OCc2cc(C(F)(F)F)cc(C(F)(F)F)c2)(c2ccccc2)CC1. As a reaction SMILES: [CH3:23][N:24]([CH3:25])[CH:26]=[O:27].[CH3:44][c:45]1[cH:46][cH:47][cH:48][cH:49][cH:50]1.[CH3:51][N:52]([CH3:53])[c:54]1[cH:55][cH:56][n:57][cH:58][cH:59]1.[Cl:1][C:2]([C:3]([Cl:4])=[O:5])=[O:6].[F:28][C:29]([c:30]1[cH:31][c:32]([CH2:40][OH:41])[cH:33][c:34]([C:36]([F:37])([F:38])[F:39])[cH:35]1)([F:42])[F:43].[O:7]=[C:8]1[CH2:9][CH2:10][C:11]([C:14](=[O:15])[OH:16])([c:17]2[cH:18][cH:19][cH:20][cH:21][cH:22]2)[CH2:12][CH2:13]1>>[O:7]=[C:8]1[CH2:9][CH2:10][C:11]([C:14](=[O:15])[O:16][CH2:40][c:32]2[cH:31][c:30]([C:29]([F:28])([F:42])[F:43])[cH:35][c:34]([C:36]([F:37])([F:38])[F:39])[cH:33]2)([c:17]2[cH:18][cH:19][cH:20][cH:21][cH:22]2)[CH2:12][CH2:13]1. The reactants are [1,1′-bis(Diphenylphosphino)ferrocene]dichloropalladium[II], IC1=C(C=C(C(=O)N2CC=3N(CC4=C2C=CC=C4)C(=CC3)C(=O)NCC=3C=NC=CC3)C=C1)C (10-(4-iodo-3-methylbenzoyl)-N-(pyridin-3-ylmethyl)-10,11-dihydro-5H-pyrrolo[2,1-c][1,4]benzodiazepine-3-carboxamide), C1(=CC=CC=C1)B(O)O (phenylboronic acid), C([O-])([O-])=O.[K+].[K+] (potassium carbonate). Run in C(OC)COC (dimethoxyethane). Reaction conditions: temperature 100 celsius. The product is CC1=C(C=CC(=C1)C(=O)N1CC=2N(CC3=C1C=CC=C3)C(=CC2)C(=O)NCC=2C=NC=CC2)C2=CC=CC=C2 (10-[(2-METHYL-1,1′-BIPHENYL-4-YL)CARBONYL]-N-(PYRIDIN-3-YLMETHYL)-10,11-DIHYDRO-5H-PYRROLO[2,1-C][1,4]BENZODIAZEPINE-3-CARBOXAMIDE). Yield: 117.8%. As a reaction SMILES: I[C:2]1[CH:33]=[CH:32][C:5]([C:6]([N:8]2[C:14]3[CH:15]=[CH:16][CH:17]=[CH:18][C:13]=3[CH2:12][N:11]3[C:19]([C:22]([NH:24][CH2:25][C:26]4[CH:27]=[N:28][CH:29]=[CH:30][CH:31]=4)=[O:23])=[CH:20][CH:21]=[C:10]3[CH2:9]2)=[O:7])=[CH:4][C:3]=1[CH3:34].[C:35]1(B(O)O)[CH:40]=[CH:39][CH:38]=[CH:37][CH:36]=1.C(=O)([O-])[O-].[K+].[K+]>C(COC)OC>[CH3:34][C:3]1[CH:4]=[C:5]([C:6]([N:8]2[C:14]3[CH:15]=[CH:16][CH:17]=[CH:18][C:13]=3[CH2:12][N:11]3[C:19]([C:22]([NH:24][CH2:25][C:26]4[CH:27]=[N:28][CH:29]=[CH:30][CH:31]=4)=[O:23])=[CH:20][CH:21]=[C:10]3[CH2:9]2)=[O:7])[CH:32]=[CH:33][C:2]=1[C:35]1[CH:40]=[CH:39][CH:38]=[CH:37][CH:36]=1 |f:2.3.4|. Procedure details: A mixture of 10-(4-iodo-3-methylbenzoyl)-N-(pyridin-3-ylmethyl)-10,11-dihydro-5H-pyrrolo[2,1-c][1,4]benzodiazepine-3-carboxamide of Example 74 (0.300 g, 0.53 mmol), phenylboronic acid (0.098 g, 0.80 mmol) and potassium carbonate (0.221 g, 1.60 mmol) in dimethoxyethane:water (8 mL:2 mL) was purged with nitrogen for 10 minutes. [1,1′-bis(Diphenylphosphino)ferrocene]dichloropalladium[II] (0.022 g, 0.0266 mmol) was then added and the reaction mixture heated to 100° C. for 4 hours. The cooled reactio... Reactants: CCOCC, C[Mg+], CI, CN(C)c1ccc(C(=O)c2ccc(N(C)C)cc2)cc1, [Cl-], [I-], [Mg], [NH4+], c1ccccc1. Yields the product C=C(c1ccc(N(C)C)cc1)c1ccc(N(C)C)cc1. As a reaction SMILES: [CH3:29][CH2:30][O:31][CH2:32][CH3:33].[CH3:2][Mg+:3].[CH3:5][I:6].[CH3:7][N:8]([c:9]1[cH:10][cH:11][c:12]([C:13](=[O:14])[c:15]2[cH:16][cH:17][c:18]([N:21]([CH3:22])[CH3:23])[cH:19][cH:20]2)[cH:24][cH:25]1)[CH3:26].[Cl-:27].[I-:1].[Mg:4].[NH4+:28].[cH:34]1[cH:35][cH:36][cH:37][cH:38][cH:39]1>>[CH2:2]=[C:13]([c:12]1[cH:11][cH:10][c:9]([N:8]([CH3:7])[CH3:26])[cH:25][cH:24]1)[c:15]1[cH:16][cH:17][c:18]([N:21]([CH3:22])[CH3:23])[cH:19][cH:20]1.